This data is from the Open Reaction Database (ORD), a public repository of structured organic reaction records. The task is: describe an organic reaction: reactants, conditions, products, and yield Product: C(C)C1C(CC(C(C(OC(C2CCCCN2C(C(C2(C(CC(C(C(CC(CC(=C1)C)C)OC)O2)OC)C)O)=O)=O)=O)C(=CC2CC(C(CC2)OCC2=CC=C(C=C2)C(=O)O)OC)C)C)O[Si](C)(C)C(C)(C)C)=O (17-Ethyl-1-hydroxy-14-(tert-butyldimethylsiloxy)-12-[2'-(4"-(p-carboxybenzyloxy)-3"-methoxycyclohexyl)-1 '-methylvinyl]-23,25-dimethoxy-13,19,21,27-tetramethyl-11,28-dioxa-4-azatricyclo[22.3.1.04,9 ]octacos-18-ene-2,3,10,16-tetraone). Procedure details: To a solution of 17-ethyl-1-hydroxy-14-(tert-butyldimethylsiloxy)-12-[2'-(4"-(p-formylbenzyloxy)-3"-methoxycyclohexyl)-1'-methylvinyl]-23,25-dimethoxy-13,19,21,27-tetramethyl-11,28-dioxa-4-azatricyclo[22.3.1.04,9 ]octacos-18-ene-2,3,10,16-tetraone (50 mg) in tert-butanol (1.0 mL) was added 2-methyl-2-butene (250 mL) followed by 0.5 mL of an aqueous solution of sodium chlorite (41 mg) and sodium dihydrogen phosphate (48 mg), and the mixture stirred at room temperature. After 1.5 hours, the mixtur... Yield: 84.7%. The solvent is C(C)(C)(C)O (tert-butanol). Run at time 1.5 hour. As a reaction SMILES: [CH2:1]([CH:3]1[CH:29]=[C:28]([CH3:30])[CH2:27][CH:26]([CH3:31])[CH2:25][CH:24]([O:32][CH3:33])[CH:23]2[O:34][C:19]([OH:38])([CH:20]([CH3:37])[CH2:21][CH:22]2[O:35][CH3:36])[C:18](=[O:39])[C:17](=[O:40])[N:16]2[CH:11]([CH2:12][CH2:13][CH2:14][CH2:15]2)[C:10](=[O:41])[O:9][CH:8]([C:42]([CH3:62])=[CH:43][CH:44]2[CH2:49][CH2:48][CH:47]([O:50][CH2:51][C:52]3[CH:57]=[CH:56][C:55]([CH:58]=[O:59])=[CH:54][CH:53]=3)[CH:46]([O:60][CH3:61])[CH2:45]2)[CH:7]([CH3:63])[CH:6]([O:64][Si:65]([C:68]([CH3:71])([CH3:70])[CH3:69])([CH3:67])[CH3:66])[CH2:5][C:4]1=[O:72])[CH3:2].CC(=CC)C.Cl([O-])=[O:79].[Na+].P([O-])(O)(O)=O.[Na+]>C(O)(C)(C)C>[CH2:1]([CH:3]1[CH:29]=[C:28]([CH3:30])[CH2:27][CH:26]([CH3:31])[CH2:25][CH:24]([O:32][CH3:33])[CH:23]2[O:34][C:19]([OH:38])([CH:20]([CH3:37])[CH2:21][CH:22]2[O:35][CH3:36])[C:18](=[O:39])[C:17](=[O:40])[N:16]2[CH:11]([CH2:12][CH2:13][CH2:14][CH2:15]2)[C:10](=[O:41])[O:9][CH:8]([C:42]([CH3:62])=[CH:43][CH:44]2[CH2:49][CH2:48][CH:47]([O:50][CH2:51][C:52]3[CH:53]=[CH:54][C:55]([C:58]([OH:79])=[O:59])=[CH:56][CH:57]=3)[CH:46]([O:60][CH3:61])[CH2:45]2)[CH:7]([CH3:63])[CH:6]([O:64][Si:65]([C:68]([CH3:69])([CH3:70])[CH3:71])([CH3:67])[CH3:66])[CH2:5][C:4]1=[O:72])[CH3:2] |f:2.3,4.5|. The reactants are Cl(=O)[O-].[Na+] (sodium chlorite), P(=O)(O)(O)[O-].[Na+] (sodium dihydrogen phosphate), C(C)C1C(CC(C(C(OC(C2CCCCN2C(C(C2(C(CC(C(C(CC(CC(=C1)C)C)OC)O2)OC)C)O)=O)=O)=O)C(=CC2CC(C(CC2)OCC2=CC=C(C=C2)C=O)OC)C)C)O[Si](C)(C)C(C)(C)C)=O (17-ethyl-1-hydroxy-14-(tert-butyldimethylsiloxy)-12-[2'-(4"-(p-formylbenzyloxy)-3"-methoxycyclohexyl)-1'-methylvinyl]-23,25-dimethoxy-13,19,21,27-tetramethyl-11,28-dioxa-4-azatricyclo[22.3.1.04,9 ]octacos-18-ene-2,3,10,16-tetraone), CC(C)=CC (2-methyl-2-butene), aqueous solution. Reactants: [Br-], CCCC1C(=O)NS(=O)(=O)N1CC, CCCC[N+](CCCC)(CCCC)CCCC, Cc1ccccc1, CN(C)C=O, ClCSc1ccccc1. Product: CCCC1C(=O)N(CSc2ccccc2)S(=O)(=O)N1CC. RXN SMILES: [Br-:23].[CH2:1]([CH2:2][CH3:3])[CH:4]1[C:5](=[O:13])[NH:6][S:7](=[O:11])(=[O:12])[N:8]1[CH2:9][CH3:10].[CH3:24][CH2:25][CH2:26][CH2:27][N+:28]([CH2:29][CH2:30][CH2:31][CH3:32])([CH2:33][CH2:34][CH2:35][CH3:36])[CH2:37][CH2:38][CH2:39][CH3:40].[CH3:41][c:42]1[cH:43][cH:44][cH:45][cH:46][cH:47]1.[O:48]=[CH:49][N:50]([CH3:51])[CH3:52].[c:14]1([S:20][CH2:21][Cl:22])[cH:15][cH:16][cH:17][cH:18][cH:19]1>>[CH2:1]([CH2:2][CH3:3])[CH:4]1[C:5](=[O:13])[N:6]([CH2:21][S:20][c:14]2[cH:15][cH:16][cH:17][cH:18][cH:19]2)[S:7](=[O:11])(=[O:12])[N:8]1[CH2:9][CH3:10]. Starting materials: C(C)OC(C(C)(C)OC1=C(C(=C(C=C1)C(C)=O)F)C)=O (2-(4-acetyl-3-fluoro-2-methyl-phenoxy)-2-methyl-propionic acid ethyl ester), ClC1=CC(=CC=C1)C(=O)OO (3-chloro perbenzoic acid). The product is C(C)OC(C(C)(C)OC1=C(C(=C(C=C1)OC(C)=O)F)C)=O (2-(4-Acetoxy-3-fluoro-2-methyl-phenoxy)-2-methyl-propionic acid ethyl ester). As a reaction SMILES: [CH2:1]([O:3][C:4](=[O:20])[C:5]([O:8][C:9]1[CH:14]=[CH:13][C:12](C(=O)C)=[C:11]([F:18])[C:10]=1[CH3:19])([CH3:7])[CH3:6])[CH3:2].ClC1C=CC=[C:24]([C:28]([O:30]O)=[O:29])C=1>>[CH2:1]([O:3][C:4](=[O:20])[C:5]([O:8][C:9]1[CH:14]=[CH:13][C:12]([O:30][C:28](=[O:29])[CH3:24])=[C:11]([F:18])[C:10]=1[CH3:19])([CH3:6])[CH3:7])[CH3:2]. Procedure details: In analogy to the procedure described in example 32D], 2-(4-acetyl-3-fluoro-2-methyl-phenoxy)-2-methyl-propionic acid ethyl ester was oxidized with a total of 4.5 equivalent of 3-chloro perbenzoic acid during 6 day to give the title compound as orange semisolid residue. As a reaction SMILES: ClC1C=C(Cl)C=CC=1C1N=C(CC)C(N[C@@H]2C3C(=CC=CC=3)C[C@@H]2OCC)=NC=1CC.[Cl:32][C:33]1[CH:38]=[C:37]([Cl:39])[CH:36]=[CH:35][C:34]=1[C:40]1[N:41]=[C:42]([CH2:65][CH3:66])[C:43]([NH:48][C@H:49]2[C@@H:53]([OH:54])[CH2:52][N:51]([C:55]([O:57][CH2:58][C:59]3[CH:64]=[CH:63][CH:62]=[CH:61][CH:60]=3)=[O:56])[CH2:50]2)=[N:44][C:45]=1[CH2:46][CH3:47].[F:67][CH2:68][CH2:69]Br>>[Cl:32][C:33]1[CH:38]=[C:37]([Cl:39])[CH:36]=[CH:35][C:34]=1[C:40]1[N:41]=[C:42]([CH2:65][CH3:66])[C:43]([NH:48][C@H:49]2[C@@H:53]([O:54][CH2:69][CH2:68][F:67])[CH2:52][N:51]([C:55]([O:57][CH2:58][C:59]3[CH:60]=[CH:61][CH:62]=[CH:63][CH:64]=3)=[O:56])[CH2:50]2)=[N:44][C:45]=1[CH2:46][CH3:47]. Reported procedure: Following the procedure for the preparation of 5-(2,4-dichlorophenyl)-N-[(1R,2S)-2-ethoxy-2,3-dihydro-1H-inden-1-yl]-3,6-diethylpyrazin-2-amine but substituting benzyl (3R,4S)-3-{[5-(2,4-dichlorophenyl)-3,6-diethylpyrazin-2-yl]amino}-4-hydroxypyrrolidine-1-carboxylate and 2-fluoro-1-bromo ethane, and making non-critical variations provided the title compound as a oil: 1H NMR (400 MHz, CDCl3) δ) 7.49, 7.41-7.25, 5.18, 4.81, 4.67, 4.55, 4.17, 4.06, 3.80-3.62, 3.39-3.29, 2.69, 2.47, 1.28, 1.15; IR ... Reactants: ClC1=C(C=CC(=C1)Cl)C=1N=C(C(=NC1CC)N[C@H]1[C@H](CC2=CC=CC=C12)OCC)CC (5-(2,4-dichlorophenyl)-N-[(1R,2S)-2-ethoxy-2,3-dihydro-1H-inden-1-yl]-3,6-diethylpyrazin-2-amine), ClC1=C(C=CC(=C1)Cl)C=1N=C(C(=NC1CC)N[C@@H]1CN(C[C@@H]1O)C(=O)OCC1=CC=CC=C1)CC (benzyl (3R,4S)-3-{[5-(2,4-dichlorophenyl)-3,6-diethylpyrazin-2-yl]amino}-4-hydroxypyrrolidine-1-carboxylate), FCCBr (2-fluoro-1-bromo ethane). The product is ClC1=C(C=CC(=C1)Cl)C=1N=C(C(=NC1CC)N[C@@H]1CN(C[C@@H]1OCCF)C(=O)OCC1=CC=CC=C1)CC (benzyl (3R,4S)-3-{[5-(2,4-dichlorophenyl)-3,6-diethylpyrazin-2-yl]amino}-4-(2-fluoroethoxy)pyrrolidine-1-carboxylate). As a reaction SMILES: [Cl:1][C:2]1[C:3]([C:9](O)=[O:10])=[N:4][CH:5]=[C:6]([CH3:8])[N:7]=1.B#B>>[Cl:1][C:2]1[C:3]([CH2:9][OH:10])=[N:4][CH:5]=[C:6]([CH3:8])[N:7]=1. Reported procedure: Reduction of 3-chloro-5-methyl-2-pyrazinecarboxylic acid (prepared by alkaline hydrolysis of the methyl ester) with diborane gives 3-chloro-2-hydroxymethyl-5-methylpyrazine which, using the above procedure, yields N-methyl-N'-[2-((3-chloro-5-methyl-2-pyrazinyl)methylthio)ethyl]thiourea. The reactants are ClC=1C(=NC=C(N1)C)C(=O)O (3-chloro-5-methyl-2-pyrazinecarboxylic acid), methyl ester, B#B (diborane). Yields the product ClC=1C(=NC=C(N1)C)CO (3-chloro-2-hydroxymethyl-5-methylpyrazine). Starting materials: ClCCl, C=C(c1ccc(C(C)C)cc1)C(C)O. Product: C=C(C(C)=O)c1ccc(C(C)C)cc1. RXN SMILES: [CH2:15]([Cl:16])[Cl:17].[CH3:1][CH:2]([CH3:3])[c:4]1[cH:5][cH:6][c:7]([C:10]([CH:11]([CH3:12])[OH:13])=[CH2:14])[cH:8][cH:9]1>>[CH3:1][CH:2]([CH3:3])[c:4]1[cH:5][cH:6][c:7]([C:10]([C:11]([CH3:12])=[O:13])=[CH2:14])[cH:8][cH:9]1. Reactants: ClCC(CCC)=O (1-Chloropentan-2-one), CC1=CC=CC(=N1)NC([S-])=S.C(C)[NH+](CC)CC (triethylammonium (6-methylpyrid-2-yl)dithiocarbamate), C1CCCCC1 (cyclohexane). The solvent is C(C)#N (acetonitrile). Conditions: temperature 10 celsius, time 2 hour. Yields the product OC1(N(C(SC1)=S)C1=NC(=CC=C1)C)CCC (4-Hydroxy-3-(6-methylpyrid-2-yl)-4-propylthiazolidine-2-thione). The yield is 80.6%. As a reaction SMILES: Cl[CH2:2][C:3](=[O:7])[CH2:4][CH2:5][CH3:6].[CH3:8][C:9]1[N:14]=[C:13]([NH:15][C:16](=[S:18])[S-:17])[CH:12]=[CH:11][CH:10]=1.C([NH+](CC)CC)C.C1CCCCC1>C(#N)C>[OH:7][C:3]1([CH2:4][CH2:5][CH3:6])[CH2:2][S:18][C:16](=[S:17])[N:15]1[C:13]1[CH:12]=[CH:11][CH:10]=[C:9]([CH3:8])[N:14]=1 |f:1.2|. Procedure: 1-Chloropentan-2-one (12.1 g) is added to a suspension of triethylammonium (6-methylpyrid-2-yl)dithiocarbamate (28.5 g) in anhydrous acetonitrile (200 cc) at a temperature between 15° and 25° C. The reaction is continued for 2 hours at 20°-25° C. The insoluble triethylamine hydrochloride is removed by filtration and washed twice with diethyl ether (60 cc. total). The solvents are evaporated under reduced pressure (20 mm.Hg) at 40° C. The residual oil is dissolved in a mixture of diethyl ether (1...